From a dataset of the Open Reaction Database (ORD), a public repository of structured organic reaction records. describe an organic reaction: reactants, conditions, products, and yield The reactants are ClC1=CC(=NC(=C1)C)N (4-chloro-6-methylpyridin-2-amine), N1N=NC=C1 (1,2,3-triazole), CCN(C(C)C)C(C)C (DIPEA). Run in C(Cl)Cl (DCM). Conditions: temperature 150 celsius. Product: CC1=CC(=CC(=N1)N)N1N=NC=C1 (6-methyl-4-(1H-1,2,3-triazol-1-yl)pyridin-2-amine). RXN SMILES: Cl[C:2]1[CH:7]=[C:6]([CH3:8])[N:5]=[C:4]([NH2:9])[CH:3]=1.[NH:10]1[CH:14]=[CH:13][N:12]=[N:11]1.CCN(C(C)C)C(C)C>C(Cl)Cl>[CH3:8][C:6]1[N:5]=[C:4]([NH2:9])[CH:3]=[C:2]([N:10]2[CH:14]=[CH:13][N:12]=[N:11]2)[CH:7]=1. Procedure: To 4-chloro-6-methylpyridin-2-amine (100 mg, 0.701 mmol) and 1,2,3-triazole (0.133 mL, 2.30 mmol) in a pressure tube was added DIPEA (0.185 mL, 1.06 mmol). The reaction mixture was sealed and heated at 150° C. for 1.5 hours. The reaction mixture was cooled, diluted with DCM (20 mL), and washed with water (10 mL). The organics were separated, dried over sodium sulfate, filtered, and concentrated under reduced pressure. The residue was slurried in 5% methanol/ethyl acetate (5 mL) and sonicated. Th...